Dataset: the Open Reaction Database (ORD), a public repository of structured organic reaction records. Task: describe an organic reaction: reactants, conditions, products, and yield Product: ClC1=C(C=CC=C1)N1N=C2C(N(C=CC2=C1C1=CC=C(C=C1)Cl)CC(F)(F)F)=O (2-(2-chlorophenyl)-3-(4-chlorophenyl)-6-(2,2,2-trifluoroethyl)-2H-pyrazolo[3,4-c]pyridin-7(6H)-one). Starting materials: ClC1=C(C=CC=C1)N1N=C2C(=NC=CC2=C1C1=CC=C(C=C1)Cl)O (2-(2-chlorophenyl)-3-(4-chlorophenyl)-2H-pyrazolo[3,4-c]pyridin-7-ol), FC(S(=O)(=O)OCC(F)(F)F)(F)F (2,2,2-trifluoroethyl trifluoromethanesulfonate), CS2CO3. Procedure details: A mixture of 2-(2-chlorophenyl)-3-(4-chlorophenyl)-2H-pyrazolo[3,4-c]pyridin-7-ol (I-9A-1b: 150 mg, 0.421 mmol), 2,2,2-trifluoroethyl trifluoromethanesulfonate (107 mg, 0.463 mmol) and CS2CO3 (151 mg, 0.463 mmol) in DMF (2.1 ml) were stirred overnight at room temperature. The reaction mixture was extracted from saturated aqueous NaHCO3 with ethyl acetate. The combined organic layers were washed with brine, dried (MgSO4), concentrated in vacuo, and then purified on a Biotage™ Flash 12M column usi... Run in CN(C)C=O (DMF). Run at time 8 hour. RXN SMILES: [Cl:1][C:2]1[CH:7]=[CH:6][CH:5]=[CH:4][C:3]=1[N:8]1[C:16]([C:17]2[CH:22]=[CH:21][C:20]([Cl:23])=[CH:19][CH:18]=2)=[C:15]2[C:10]([C:11]([OH:24])=[N:12][CH:13]=[CH:14]2)=[N:9]1.FC(F)(F)S(O[CH2:31][C:32]([F:35])([F:34])[F:33])(=O)=O>CN(C=O)C>[Cl:1][C:2]1[CH:7]=[CH:6][CH:5]=[CH:4][C:3]=1[N:8]1[C:16]([C:17]2[CH:22]=[CH:21][C:20]([Cl:23])=[CH:19][CH:18]=2)=[C:15]2[C:10]([C:11](=[O:24])[N:12]([CH2:31][C:32]([F:35])([F:34])[F:33])[CH:13]=[CH:14]2)=[N:9]1. The reactants are BrCCCC=C (5-bromo-1-pentene), ClCCCC(CCCC=C)OC(C)=O (1-chloro-4-acetoxy-8-nonene), ClCCCC(CCCC=C)O (1-chloro-8-nonen-4-ol), C(C)(=O)C(CCCC1=CC=C(C(=O)OCC)C=C1)CCCC(CCCC=C)OC(C)=O (ethyl 4-(4-acetyl-8-acetoxytridec-12-en-1-yl)benzoate), C(C)(=O)C(CCCC1=CC=C(C(=O)OCC)C=C1)(CCCC(CCCC=C)OC(C)=O)C(=O)OC(C)(C)C (ethyl 4-(4-acetyl-4-tert-butoxycarbonyl-8-acetoxytridec-12-en-1-yl)benzoate), product, ClCCCC(CCCC=C)=O (1-chloro-8-nonen-4-one), C(C)(C)(C)OC(=O)C(CCCC1=CC=C(C(=O)OCC)C=C1)C(C)=O (ethyl 4-(4-tert-butoxycarbonyl-5-oxohexyl)benzoate). Yields the product C(C)(=O)C(CCCC1=CC=C(C(=O)O)C=C1)CCCC(CCCC=C)O (4-(4-acetyl-8-hydroxytridec-12-en-1-yl)benzoic acid). Reaction SMILES: BrCCCC=C.Cl[CH2:8][CH2:9][CH2:10][C:11](=[O:17])[CH2:12][CH2:13][CH2:14][CH:15]=[CH2:16].ClCCCC(O)CCCC=C.ClCCCC(OC(=O)C)CCCC=C.C(OC([CH:50]([C:65](=[O:67])[CH3:66])[CH2:51][CH2:52][CH2:53][C:54]1[CH:64]=[CH:63][C:57]([C:58]([O:60]CC)=[O:59])=[CH:56][CH:55]=1)=O)(C)(C)C.C(C(C(OC(C)(C)C)=O)(CCCC(OC(=O)C)CCCC=C)CCCC1C=CC(C(OCC)=O)=CC=1)(=O)C.C(C(CCCC(OC(=O)C)CCCC=C)CCCC1C=CC(C(OCC)=O)=CC=1)(=O)C>>[C:65]([CH:50]([CH2:8][CH2:9][CH2:10][CH:11]([OH:17])[CH2:12][CH2:13][CH2:14][CH:15]=[CH2:16])[CH2:51][CH2:52][CH2:53][C:54]1[CH:64]=[CH:63][C:57]([C:58]([OH:60])=[O:59])=[CH:56][CH:55]=1)(=[O:67])[CH3:66]. Procedure details: The synthesis of this compound is carried out as described in Example 1, except that in Step B(1) an equivalent amount of 5-bromo-1-pentene is used in place of amyl bromide. The product of Step B(1) thus becomes 1-chloro-8-nonen-4-one. Subsequent steps afford in order: Step B(2), 1-chloro-8-nonen-4-ol; Step B(3), 1-chloro-4-acetoxy-8-nonene; Step C, ethyl 4-(4-tert-butoxycarbonyl-5-oxohexyl)benzoate (unchanged from Example 1); Step D, ethyl 4-(4-acetyl-4-tert-butoxycarbonyl-8-acetoxytridec-12-en... Reactants: S(O)(O)(=O)=O (sulfuric acid), C(\C=C\C)=O (crotonaldehyde), [OH-].[Na+] (sodium hydroxide), [N+](=O)([O-])C=1C=C(C=CC1)S(=O)(=O)[O-].[Na+] (sodium 3-nitrobenzenesulfonate), C(CCC)C1=CC=C(N)C=C1 (4-butylaniline). Solvent: O (water). Reaction conditions: temperature 105 celsius, time 20 minute. Product: C(CCC)C=1C=C2C=CC(=NC2=CC1)C (6-butylquinaldine). As a reaction SMILES: S(=O)(=O)(O)O.[N+]([C:9]1[CH:10]=C(S([O-])(=O)=O)C=[CH:13][CH:14]=1)([O-])=O.[Na+].[CH2:20]([C:24]1[CH:30]=[CH:29][C:27]([NH2:28])=[CH:26][CH:25]=1)[CH2:21][CH2:22][CH3:23].C(=O)/C=C/C.[OH-].[Na+]>O>[CH2:20]([C:24]1[CH:30]=[C:29]2[C:27](=[CH:26][CH:25]=1)[N:28]=[C:14]([CH3:13])[CH:9]=[CH:10]2)[CH2:21][CH2:22][CH3:23] |f:1.2,5.6|. Procedure: A stirred mixture of 200 ml. of water, 269 g. of concentrated sulfuric acid and 136 g. of sodium 3-nitrobenzenesulfonate at 75° C. is treated dropwise with 149 g. of 4-butylaniline. The mixture is heated to 105° C. and 117 g. of crotonaldehyde is added dropwise, with stirring, at such a rate that the temperature is maintained at 105° C. The mixture is then heated at 114° C. for 30 minutes, cooled to 80° C. and poured onto chipped ice. The mixture is basified with 50% aqueous sodium hydroxide and... Starting materials: [N-]=[N+]=Nc1cc(F)ccc1C(=O)O, O=S(Cl)Cl. Product: [N-]=[N+]=Nc1cc(F)ccc1C(=O)Cl. Reaction SMILES: [N:1](=[N+:2]=[N-:3])[c:4]1[c:5]([C:6](=[O:7])[OH:8])[cH:9][cH:10][c:11]([F:13])[cH:12]1.[S:14]([Cl:15])([Cl:16])=[O:17]>>[N:1](=[N+:2]=[N-:3])[c:4]1[c:5]([C:6](=[O:7])[Cl:16])[cH:9][cH:10][c:11]([F:13])[cH:12]1. Procedure: A mixture of 2.75 g of 6-(2-chloroethyl)-7-methyl-5H-thiazolo[3,2-a]pyrimidin-5-one, 3.1 g of the base of compound (1), 1.6 g of sodium carbonate and 100 ml of 4-methyl-2-pentanone was stirred for 72 hours at reflux temperature. After cooling, water was added and the whole was stirred. The separated aqueous layer was extracted with dichloromethane. The combined organic layers were dried, filtered and evaporated. The residue was purified by column chromatography (silica gel; CH2Cl2 /CH3OH 95:5→CH... Reactants: ClCCC1=C(N=C2N(C1=O)C=CS2)C (6-(2-chloroethyl)-7-methyl-5H-thiazolo[3,2-a]pyrimidin-5-one), base, compound ( 1 ), C([O-])([O-])=O.[Na+].[Na+] (sodium carbonate), CC(CC(C)=O)C (4-methyl-2-pentanone). The solvent is O (water). RXN SMILES: ClCC[C:4]1[C:9](=[O:10])[N:8]2[CH:11]=[CH:12][S:13][C:7]2=[N:6][C:5]=1[CH3:14].C(=O)([O-])[O-].[Na+].[Na+].CC(C)CC(=O)C>O>[CH3:14][C:5]1[N:6]=[C:7]2[S:13][CH:12]=[CH:11][N:8]2[C:9](=[O:10])[CH:4]=1 |f:1.2.3|. Run at time 72 hour. Yields the product CC=1N=C2N(C(C1)=O)C=CS2 (7-methyl-5H-thiazolo[3,2-a]-pyrimidin-5-one). Starting materials: C(CC(O)(C(=O)O)CC(=O)O)(=O)O (citric acid), [H-].[Na+] (Sodium hydride), C(C)(C)(C)C1=CC=C(C=C1)S(=O)(=O)NC1=C(C(=NN1CCO[Si](C)(C)C(C)(C)C)OCCO)C1=CC=C(C=C1)C (4-(tert-butyl)-N-[1-(2-{[tert-butyl(dimethyl)silyl]oxy}ethyl)-3-(2-hydroxyethoxy)-4-(4-methylphenyl)-1H-pyrazol-5-yl]benzenesulfonamide), ClC=1C=NC(=NC1)S(=O)(=O)C (5-chloro-2-(methylsulphonyl) pyrimidine). The solvent is CCOCC (ether), CN(C)C=O (DMF), C1CCOC1 (THF). Reaction conditions: time 10 minute. Product: C(C)(C)(C)C1=CC=C(C=C1)S(=O)(=O)NC1=C(C(=NN1CCO[Si](C)(C)C(C)(C)C)OCCOC1=NC=C(C=N1)Cl)C1=CC=C(C=C1)C (4-(tert-butyl)-N-[1-(2-{[tert-butyl(dimethyl)silyl]oxy}ethyl)-3-(2-[{5-chloro-2-pyrimidinyl}oxy]ethoxy)-4-(4-methylphenyl)-1H-pyrazol-5-yl]benzenesulfonamide). RXN SMILES: [H-].[Na+].[C:3]([C:7]1[CH:12]=[CH:11][C:10]([S:13]([NH:16][C:17]2[N:21]([CH2:22][CH2:23][O:24][Si:25]([C:28]([CH3:31])([CH3:30])[CH3:29])([CH3:27])[CH3:26])[N:20]=[C:19]([O:32][CH2:33][CH2:34][OH:35])[C:18]=2[C:36]2[CH:41]=[CH:40][C:39]([CH3:42])=[CH:38][CH:37]=2)(=[O:15])=[O:14])=[CH:9][CH:8]=1)([CH3:6])([CH3:5])[CH3:4].[Cl:43][C:44]1[CH:45]=[N:46][C:47](S(C)(=O)=O)=[N:48][CH:49]=1.C(O)(=O)CC(CC(O)=O)(C(O)=O)O>C1COCC1.CCOCC.CN(C=O)C>[C:3]([C:7]1[CH:8]=[CH:9][C:10]([S:13]([NH:16][C:17]2[N:21]([CH2:22][CH2:23][O:24][Si:25]([C:28]([CH3:31])([CH3:30])[CH3:29])([CH3:27])[CH3:26])[N:20]=[C:19]([O:32][CH2:33][CH2:34][O:35][C:47]3[N:48]=[CH:49][C:44]([Cl:43])=[CH:45][N:46]=3)[C:18]=2[C:36]2[CH:37]=[CH:38][C:39]([CH3:42])=[CH:40][CH:41]=2)(=[O:14])=[O:15])=[CH:11][CH:12]=1)([CH3:4])([CH3:5])[CH3:6] |f:0.1|. Reported procedure: Sodium hydride (16 mg, 60% suspension in mineral oil) was added to a stirred solution of 4-(tert-butyl)-N-[1-(2-{[tert-butyl(dimethyl)silyl]oxy}ethyl)-3-(2-hydroxyethoxy)-4-(4-methylphenyl)-1H-pyrazol-5-yl]benzenesulfonamide (105 mg) (Preparation 28) in anhydrous THF (5 ml) at room temperature under a nitrogen atmosphere and the resulting mixture was stirred for 10 minutes at room temperature. DMF (2 ml) was added to the reaction mixture, followed by 5-chloro-2-(methylsulphonyl) pyrimidine (39 m... The reactants are COC(CBr)=O (methyl-2-bromoacetate), C1COCCOCCOCCOCCOCCO1 (18-crown-6), CC(C)([O-])C.[K+] (potassium t-butoxide), N1C=CC2=CC=CC(=C12)C(=O)N1C[C@H]([C@@H](C1)C1=CSC=C1)CN1CCC(CC1)C1=CC=C(C=C1)F (1-(7-indolecarbonyl)-3-(R)-(4-(4-fluorophenyl)piperidinylmethyl)-4-(R)-(3-thienyl)pyrrolidine). Run in CCOCC (ether), C(Cl)Cl (CH2Cl2). The product is C(=O)(OC)CN1C=CC2=CC=CC(=C12)C(=O)N1C[C@H]([C@@H](C1)C1=CSC=C1)CN1CCC(CC1)C1=CC=C(C=C1)F (1-(1-Carbomethoxymethyl-7-indolecarbonyl)-3-(R)-(4-(4-fluorophenyl)piperidinylmethyl)-4-(R)-(3-thienyl)pyrrolidine). Reaction SMILES: [NH:1]1[C:9]2[C:4](=[CH:5][CH:6]=[CH:7][C:8]=2[C:10]([N:12]2[CH2:16][C@@H:15]([C:17]3[CH:21]=[CH:20][S:19][CH:18]=3)[C@H:14]([CH2:22][N:23]3[CH2:28][CH2:27][CH:26]([C:29]4[CH:34]=[CH:33][C:32]([F:35])=[CH:31][CH:30]=4)[CH2:25][CH2:24]3)[CH2:13]2)=[O:11])[CH:3]=[CH:2]1.C1OCCOCCOCCOCCOCCOC1.CC(C)([O-])C.[K+].[CH3:60][O:61][C:62](=[O:65])[CH2:63]Br>CCOCC.C(Cl)Cl>[C:62]([CH2:63][N:1]1[C:9]2[C:4](=[CH:5][CH:6]=[CH:7][C:8]=2[C:10]([N:12]2[CH2:16][C@@H:15]([C:17]3[CH:21]=[CH:20][S:19][CH:18]=3)[C@H:14]([CH2:22][N:23]3[CH2:28][CH2:27][CH:26]([C:29]4[CH:30]=[CH:31][C:32]([F:35])=[CH:33][CH:34]=4)[CH2:25][CH2:24]3)[CH2:13]2)=[O:11])[CH:3]=[CH:2]1)([O:61][CH3:60])=[O:65] |f:2.3|. Run at time 15 minute. Procedure details: To a suspension of 0.126 g (0.258 mmol) of 1-(7-indolecarbonyl)-3-(R)-(4-(4-fluorophenyl)piperidinylmethyl)-4-(R)-(3-thienyl)pyrrolidine in 6 mL of ether was added 0.082 g (0.31 mmol) of 18-crown-6 and 0.31 mL (0.31 mmol) of potassium t-butoxide (1M in t-BuOH). After stirring the reaction mixture at rt for 15 min, the reaction mixture was cooled to 0° C. and to it was added 0.034 mL (0.36 mmol) of methyl-2-bromoacetate. The reaction mixture was stirred at rt for 2 h. The reaction mixture was dil...